This data is from the Open Reaction Database (ORD), a public repository of structured organic reaction records. The task is: describe an organic reaction: reactants, conditions, products, and yield The reactants are O=C(NCCO)C1CCN(C(=O)OCc2ccccc2)CC1, O=C(O)C1CCN(C(=O)OCc2ccccc2)CC1, [Cl-], NCCO. The product is O=C(NCCO)C1CCNCC1. RXN SMILES: [CH2:1]([O:2][C:3](=[O:4])[N:11]1[CH2:12][CH2:13][CH:14]([C:17]([NH:18][CH2:19][CH2:20][OH:21])=[O:22])[CH2:15][CH2:16]1)[c:5]1[cH:6][cH:7][cH:8][cH:9][cH:10]1.[CH2:24]([O:25][C:26]([N:27]1[CH2:28][CH2:29][CH:30]([C:31]([OH:32])=[O:33])[CH2:34][CH2:35]1)=[O:36])[c:37]1[cH:38][cH:39][cH:40][cH:41][cH:42]1.[Cl-:23].[OH:43][CH2:44][CH2:45][NH2:46]>>[NH:11]1[CH2:12][CH2:13][CH:14]([C:17]([NH:18][CH2:19][CH2:20][OH:21])=[O:22])[CH2:15][CH2:16]1.